From a dataset of the Open Reaction Database (ORD), a public repository of structured organic reaction records. describe an organic reaction: reactants, conditions, products, and yield Reactants: FC1=CC(=CC2=C1C(=CO2)COC2=C1C=C(NC1=CC=C2)C(=O)O)F (4-(4,6-difluoro-benzofuran-3-ylmethoxy)-1H-indole-2-carboxylic acid), NC1CCC(CC1)(O)CCN1C[C@@H]([C@H](CC1)O)C ((3S,4S)-1-[2-(4-Amino-1-hydroxy-cyclohexyl)-ethyl]-3-methyl-piperidin-4-ol). Yields the product OC1(CCC(CC1)NC(=O)C=1NC2=CC=CC(=C2C1)OCC1=COC2=C1C(=CC(=C2)F)F)CCN2C[C@@H]([C@H](CC2)O)C (4-(4,6-Difluoro-benzofuran-3-ylmethoxy)-1H-indole-2-carboxylic acid {4-hydroxy-4-[2-((3S,4S)-4-hydroxy-3-methyl-piperidin-1-yl)-ethyl]-cyclohexyl}-amide). As a reaction SMILES: [F:1][C:2]1[C:7]2[C:8]([CH2:11][O:12][C:13]3[CH:21]=[CH:20][CH:19]=[C:18]4[C:14]=3[CH:15]=[C:16]([C:22](O)=[O:23])[NH:17]4)=[CH:9][O:10][C:6]=2[CH:5]=[C:4]([F:25])[CH:3]=1.[NH2:26][CH:27]1[CH2:32][CH2:31][C:30]([CH2:34][CH2:35][N:36]2[CH2:41][CH2:40][C@H:39]([OH:42])[C@@H:38]([CH3:43])[CH2:37]2)([OH:33])[CH2:29][CH2:28]1>>[OH:33][C:30]1([CH2:34][CH2:35][N:36]2[CH2:41][CH2:40][C@H:39]([OH:42])[C@@H:38]([CH3:43])[CH2:37]2)[CH2:31][CH2:32][CH:27]([NH:26][C:22]([C:16]2[NH:17][C:18]3[C:14]([CH:15]=2)=[C:13]([O:12][CH2:11][C:8]2[C:7]4[C:2]([F:1])=[CH:3][C:4]([F:25])=[CH:5][C:6]=4[O:10][CH:9]=2)[CH:21]=[CH:20][CH:19]=3)=[O:23])[CH2:28][CH2:29]1. Reported procedure: This compound is synthesized analogously to example 1 from 4-(4,6-difluoro-benzofuran-3-ylmethoxy)-1H-indole-2-carboxylic acid (synthesis described in WO2005077932A2, cmpd 115) and amine 14. Reactants: [O-2].[Pr+3].[O-2].[O-2].[Pr+3] (Praseodymium oxide), [N+](=O)(O)[O-] (nitric acid), oxide. Run at temperature 100 celsius. Product: [N+](=O)([O-])[O-].[Pr+3].[N+](=O)([O-])[O-].[N+](=O)([O-])[O-] (Praseodymium Nitrate). As a reaction SMILES: [O-2].[Pr+3:2].[O-2].[O-2].[Pr+3].[N+:6]([O-:9])([OH:8])=[O:7]>>[N+:6]([O-:9])([O-:8])=[O:7].[Pr+3:2].[N+:6]([O-:9])([O-:8])=[O:7].[N+:6]([O-:9])([O-:8])=[O:7] |f:0.1.2.3.4,6.7.8.9|. Procedure details: Praseodymium oxide, Pr6O11 (1.55 g) was weighed into a silica crucible, concentrated nitric acid (2.5 ml) added and heated on a hot plate until the oxide had dissolved and the acid evaporated (~2 hr). The crucible and contents were heated overnight in an oven at 100° C. The praseodymium nitrate was dissolved in water, transferred to a volumetric flask (25 ml) and made up to volume. Starting materials: C1(CC1)N1C=C(C(C2=CC(=C(C(=C12)CO)N1CCN(CC1)CC1=CC=CC=C1)F)=O)C(=O)O (1-cyclopropyl-7-(4-benzyl-1-piperazinyl)-6-fluoro-8-hydroxymethyl-1,4-dihydro-4-oxoquinoline-3-carboxylic acid). The reagents and catalysts are [Pd] (Pd-C). The solvent is C(C)O (ethanol). Conditions: time 6.5 hour. Yields the product C1(CC1)N1C=C(C(C2=CC(=C(C(=C12)CO)N1CCNCC1)F)=O)C(=O)O (1-cyclopropyl-7-(1-piperazinyl)-6-fluoro-8-hydroxymethyl-1,4-dihydro-4-oxoquinoline-3-carboxylic acid). Isolated yield 32.4%. RXN SMILES: [CH:1]1([N:4]2[C:13]3[C:8](=[CH:9][C:10]([F:29])=[C:11]([N:16]4[CH2:21][CH2:20][N:19](CC5C=CC=CC=5)[CH2:18][CH2:17]4)[C:12]=3[CH2:14][OH:15])[C:7](=[O:30])[C:6]([C:31]([OH:33])=[O:32])=[CH:5]2)[CH2:3][CH2:2]1>[Pd].C(O)C>[CH:1]1([N:4]2[C:13]3[C:8](=[CH:9][C:10]([F:29])=[C:11]([N:16]4[CH2:17][CH2:18][NH:19][CH2:20][CH2:21]4)[C:12]=3[CH2:14][OH:15])[C:7](=[O:30])[C:6]([C:31]([OH:33])=[O:32])=[CH:5]2)[CH2:2][CH2:3]1. Procedure: To 1-cyclopropyl-7-(4-benzyl-1-piperazinyl)-6-fluoro-8-hydroxymethyl-1,4-dihydro-4-oxoquinoline-3-carboxylic acid (132 mg) are added 10% Pd-C (68 mg) and ethanol (10 ml), and the mixture is subjected to catalytic reduction under hydrogen gas atmosphere at 60° C. for 6.5 hours. After filtering off the catalyst, the filtrate is concentrated. The resulting residue is recrystallized from ethanol-acetone-dichloromethane to give 1-cyclopropyl-7-(1-piperazinyl)-6-fluoro-8-hydroxymethyl-1,4-dihydro-4-ox... The reactants are C1(=CC=CC=C1)SC1=C(C=C(C=C1)C(F)(F)F)CC#N (2-phenylthio-5-trifluoromethyl-phenylacetonitrile), [OH-].[Na+] (sodium hydroxide), O (water). The solvent is C(C)O (ethanol). The product is C1(=CC=CC=C1)SC1=C(C=C(C=C1)C(F)(F)F)CC(=O)O (2-(phenylthio)-5-trifluoromethyl-phenylacetic acid). Reaction SMILES: [C:1]1([S:7][C:8]2[CH:13]=[CH:12][C:11]([C:14]([F:17])([F:16])[F:15])=[CH:10][C:9]=2[CH2:18][C:19]#N)[CH:6]=[CH:5][CH:4]=[CH:3][CH:2]=1.[OH-:21].[Na+].[OH2:23]>C(O)C>[C:1]1([S:7][C:8]2[CH:13]=[CH:12][C:11]([C:14]([F:17])([F:16])[F:15])=[CH:10][C:9]=2[CH2:18][C:19]([OH:23])=[O:21])[CH:6]=[CH:5][CH:4]=[CH:3][CH:2]=1 |f:1.2|. Procedure: 15 g of 2-phenylthio-5-trifluoromethyl-phenylacetonitrile, 15.1 g of sodium hydroxide, 90 ml of water and 23 ml of ethanol are heated under reflux for 12 hours and subsequently concentrated. After the addition of 200 ml of water, the residue is extracted with 100 ml of benzene. The aqueous phase is back-extracted with 50 ml of benzene. The combined organic phases are extracted with 0.5-N aqueous sodium hydroxide solution. The aqueous phase is acidified with hydrochloric acid and extracted with 1... The reactants are FC=1C=C2C3=C(N(C2=CC1)CC1=CC=CC2=CC=CC=C12)C(OC(C3)=O)=O (6-Fluoro-9-naphthalen-1-ylmethyl-4,9-dihydro-pyrano[3,4-b]indole-1,3-dione), N1CCNCC1 (piperazine). The product is FC=1C=C2C(=C(N(C2=CC1)CC1=CC=CC2=CC=CC=C12)C(=O)O)CC(N1CCNCC1)=O (5-Fluoro-1-naphthalen-1-ylmethyl-3-(2-oxo-2-piperazin-1-yl-ethyl)-1H-indole-2-carboxylic acid). As a reaction SMILES: [F:1][C:2]1[CH:3]=[C:4]2[C:8](=[CH:9][CH:10]=1)[N:7]([CH2:11][C:12]1[C:21]3[C:16](=[CH:17][CH:18]=[CH:19][CH:20]=3)[CH:15]=[CH:14][CH:13]=1)[C:6]1[C:22](=[O:27])[O:23][C:24](=[O:26])[CH2:25][C:5]2=1.[NH:28]1[CH2:33][CH2:32][NH:31][CH2:30][CH2:29]1>>[F:1][C:2]1[CH:3]=[C:4]2[C:8](=[CH:9][CH:10]=1)[N:7]([CH2:11][C:12]1[C:21]3[C:16](=[CH:17][CH:18]=[CH:19][CH:20]=3)[CH:15]=[CH:14][CH:13]=1)[C:6]([C:22]([OH:23])=[O:27])=[C:5]2[CH2:25][C:24](=[O:26])[N:28]1[CH2:33][CH2:32][NH:31][CH2:30][CH2:29]1. Reported procedure: 6-Fluoro-9-naphthalen-1-ylmethyl-4,9-dihydro-pyrano[3,4-b]indole-1,3-dione (from example 34.1.) was ring opened with piperazine at 22° C. to give the title compound as a white solid. MS: 446.1 ([M+H]+). The reactants are NC1=CC=C(C=C)C=C1 (p-aminostyrene), C(CCC)N=C=O (n-butyl isocyanate). Solvent: C(Cl)(Cl)Cl (chloroform), C(Cl)(Cl)Cl (Chloroform). Product: C=CC1=CC=CC=C1.C(CCC)NC(=O)N (n-Butyl Urea Styrene). RXN SMILES: [NH2:1][C:2]1[CH:9]=[CH:8][C:5]([CH:6]=[CH2:7])=[CH:4][CH:3]=1.[CH2:10]([N:14]=[C:15]=[O:16])[CH2:11][CH2:12][CH3:13]>C(Cl)(Cl)Cl>[CH2:7]=[CH:6][C:5]1[CH:8]=[CH:9][CH:2]=[CH:3][CH:4]=1.[CH2:10]([NH:14][C:15]([NH2:1])=[O:16])[CH2:11][CH2:12][CH3:13] |f:3.4|. Procedure: 1.00 g (8.40 mmol) of p-aminostyrene (99% Tokyo Kasei) was added to a 250 ml round bottom flask containing 10 ml of chloroform. After ten minutes of mixing, 0.84 g (8.47 mmol) of n-butyl isocyanate (99% Aldrich) was added dropwise. Within seconds, a yellow precipitate formed. Chloroform (20 ml) was added to aid stirring. The precipitate was filtered to remove the reaction liquid, then washed with 20 ml of chloroform resulting in a pale yellow powder (1.78 g, 96% crude yield, mp=116° C.).